Dataset: the Open Reaction Database (ORD), a public repository of structured organic reaction records. Task: describe an organic reaction: reactants, conditions, products, and yield Starting materials: ClCCl, CC(C)(C)OC(=O)N1CCC(C(=O)N2CCC2)CC1, O=C(O)C(F)(F)F. The product is O=C(C1CCNCC1)N1CCC1. Reaction SMILES: [CH2:27]([Cl:28])[Cl:29].[N:1]1([C:5](=[O:6])[CH:7]2[CH2:8][CH2:9][N:10]([C:13]([O:14][C:15]([CH3:16])([CH3:17])[CH3:18])=[O:19])[CH2:11][CH2:12]2)[CH2:2][CH2:3][CH2:4]1.[OH:20][C:21]([C:22]([F:23])([F:24])[F:25])=[O:26]>>[N:1]1([C:5](=[O:6])[CH:7]2[CH2:8][CH2:9][NH:10][CH2:11][CH2:12]2)[CH2:2][CH2:3][CH2:4]1. Reactants: OBO, COc1c(Br)cc(S(N)(=O)=O)cc1C=O, Nc1ccccc1. Product: COc1c(C=O)cc(S(N)(=O)=O)cc1-c1cccc(N)c1. Reaction SMILES: [BH:16]([OH:17])[OH:18].[Br:1][c:2]1[cH:3][c:4]([S:12](=[O:13])(=[O:14])[NH2:15])[cH:5][c:6]([CH:10]=[O:11])[c:7]1[O:8][CH3:9].[NH2:19][c:20]1[cH:21][cH:22][cH:23][cH:24][cH:25]1>>[c:2]1(-[c:24]2[cH:23][cH:22][cH:21][c:20]([NH2:19])[cH:25]2)[cH:3][c:4]([S:12](=[O:13])(=[O:14])[NH2:15])[cH:5][c:6]([CH:10]=[O:11])[c:7]1[O:8][CH3:9].